From a dataset of the Open Reaction Database (ORD), a public repository of structured organic reaction records. describe an organic reaction: reactants, conditions, products, and yield Starting materials: OC=1C=C(C=CC1)B(O)O (3-hydroxyphenyl boronic acid), BrC=C1C2=C(CCC3=C1C=CC(=C3)OC)C=C(C=C2)OC (5-bromomethylene-2,8-dimethoxy-10,11-dihydro-5H-dibenzo[a,d]cycloheptene). Product: COC1=CC2=C(C(C3=C(CC2)C=C(C=C3)OC)=CC=3C=C(C=CC3)O)C=C1 (3-(2,8-Dimethoxy-10,11-dihydro-dibenzo[a,d]cyclohepten-5-ylidenemethyl)-phenol). Reported procedure: Following procedures essentially as described in Example 219, below, and using 3-hydroxyphenyl boronic acid (304 mg, 2.2 mmol) with 5-bromomethylene-2,8-dimethoxy-10,11-dihydro-5H-dibenzo[a,d]cycloheptene (690 mg, 2 mmol) to give 990 mg crude product. Purify the crude product using column chromatography eluting with 8% EtOAc/hexane to 25% EtOAc/hexane to give 240 mg (33%) product as a colorless oil. MS (ES) 357 (M−1). HPLC shows 99% purity at t=3.33 min. As a reaction SMILES: [OH:1][C:2]1[CH:3]=[C:4](B(O)O)[CH:5]=[CH:6][CH:7]=1.Br[CH:12]=[C:13]1[C:19]2[CH:20]=[CH:21][C:22]([O:24][CH3:25])=[CH:23][C:18]=2[CH2:17][CH2:16][C:15]2[CH:26]=[C:27]([O:30][CH3:31])[CH:28]=[CH:29][C:14]1=2>>[CH3:25][O:24][C:22]1[CH:21]=[CH:20][C:19]2[C:13](=[CH:12][C:6]3[CH:7]=[C:2]([OH:1])[CH:3]=[CH:4][CH:5]=3)[C:14]3[CH:29]=[CH:28][C:27]([O:30][CH3:31])=[CH:26][C:15]=3[CH2:16][CH2:17][C:18]=2[CH:23]=1. Isolated yield 33.5%. Reactants: C1CCOC1, [Li]CCCC, C[Si](C)(C)Cl, COCC1(O)C=CC(F)=CC1F. The product is COCC1(O)C=CC(F)=C([Si](C)(C)C)C1F. Reaction SMILES: [CH2:23]1[O:24][CH2:25][CH2:26][CH2:27]1.[CH3:13][CH2:14][CH2:15][CH2:16][Li:17].[Cl:18][Si:19]([CH3:20])([CH3:21])[CH3:22].[F:1][CH:2]1[C:3]([OH:9])([CH2:10][O:11][CH3:12])[CH:4]=[CH:5][C:6]([F:8])=[CH:7]1>>[F:1][CH:2]1[C:3]([OH:9])([CH2:10][O:11][CH3:12])[CH:4]=[CH:5][C:6]([F:8])=[C:7]1[Si:19]([CH3:20])([CH3:21])[CH3:22]. The reactants are [Al+3], BrC1CCCOC1, Br, CCOC(=O)CC(=O)OCC, C1CCOC1, COc1ccc(C(=O)CC2CCCOC2)cc1, COc1ccccc1, [Cl-], [Cl-], [Cl-], C1=COCCC1, CCOC(=O)C(C(=O)OCC)C1CCCOC1, O=S(Cl)Cl. The product is COc1ccc(CCC2CCCOC2)cc1. As a reaction SMILES: [Al+3:73].[Br:25][CH:26]1[CH2:27][CH2:28][CH2:29][O:30][CH2:31]1.[BrH:24].[C:32]([O:33][CH2:34][CH3:35])(=[O:36])[CH2:37][C:38]([O:39][CH2:40][CH3:41])=[O:42].[CH2:76]1[O:77][CH2:78][CH2:79][CH2:80]1.[CH3:1][O:2][c:3]1[cH:4][cH:5][c:6]([C:7](=[O:8])[CH2:9][CH:10]2[CH2:11][O:12][CH2:13][CH2:14][CH2:15]2)[cH:16][cH:17]1.[CH3:64][O:65][c:66]1[cH:67][cH:68][cH:69][cH:70][cH:71]1.[Cl-:72].[Cl-:74].[Cl-:75].[O:18]1[CH:19]=[CH:20][CH2:21][CH2:22][CH2:23]1.[O:43]1[CH2:44][CH2:45][CH2:46][CH:47]([CH:48]([C:49]([O:50][CH2:51][CH3:52])=[O:53])[C:54]([O:55][CH2:56][CH3:57])=[O:58])[CH2:59]1.[S:60]([Cl:61])([Cl:62])=[O:63]>>[CH3:1][O:2][c:3]1[cH:4][cH:5][c:6]([CH2:7][CH2:9][CH:10]2[CH2:11][O:12][CH2:13][CH2:14][CH2:15]2)[cH:16][cH:17]1. The reactants are O=C([O-])O, CC(C)(C)COC(=O)C(C)(C)C(=O)O, CCOC(C)=O, [I-], [K+], COc1cc(OCCO)c(F)c(C(Nc2ccc(C(N)=NC(=O)c3ccccc3)cc2)c2nc(OCCl)n(-c3ncccn3)n2)c1, [Na+]. The product is COc1cc(OCCO)c(F)c(C(Nc2ccc(C(N)=NC(=O)c3ccccc3)cc2)c2nc(OCOC(=O)C(C)(C)C(=O)OCC(C)(C)C)n(-c3ncccn3)n2)c1. As a reaction SMILES: [C:63](=[O:64])([O-:65])[OH:66].[CH3:47][C:48]([CH2:49][O:50][C:51]([C:52]([C:53](=[O:54])[OH:55])([CH3:56])[CH3:57])=[O:58])([CH3:59])[CH3:60].[CH3:68][CH2:69][O:70][C:71](=[O:72])[CH3:73].[I-:62].[K+:67].[NH2:1][C:2]([c:3]1[cH:4][cH:5][c:6]([NH:9][CH:10]([c:11]2[c:12]([F:23])[c:13]([O:19][CH2:20][CH2:21][OH:22])[cH:14][c:15]([O:17][CH3:18])[cH:16]2)[c:24]2[n:25][n:26](-[c:32]3[n:33][cH:34][cH:35][cH:36][n:37]3)[c:27]([O:29][CH2:30][Cl:31])[n:28]2)[cH:7][cH:8]1)=[N:38][C:39]([c:40]1[cH:41][cH:42][cH:43][cH:44][cH:45]1)=[O:46].[Na+:61]>>[NH2:1][C:2]([c:3]1[cH:4][cH:5][c:6]([NH:9][CH:10]([c:11]2[c:12]([F:23])[c:13]([O:19][CH2:20][CH2:21][OH:22])[cH:14][c:15]([O:17][CH3:18])[cH:16]2)[c:24]2[n:25][n:26](-[c:32]3[n:33][cH:34][cH:35][cH:36][n:37]3)[c:27]([O:29][CH2:30][O:55][C:53]([C:52]([C:51]([O:50][CH2:49][C:48]([CH3:47])([CH3:59])[CH3:60])=[O:58])([CH3:56])[CH3:57])=[O:54])[n:28]2)[cH:7][cH:8]1)=[N:38][C:39]([c:40]1[cH:41][cH:42][cH:43][cH:44][cH:45]1)=[O:46]. Starting materials: CC(C(=O)OCC)(CN1C(=NC=2C=NC=3C=CC=CC3C21)C)C (ethyl 2,2-dimethyl-3-(2-methyl-1H-imidazo[4,5-c]quinolin-1-yl)propanoate), C1=CC(=CC(=C1)Cl)C(=O)OO (mCPBA), ClC(C(=O)N=C=O)(Cl)Cl (trichloroacetyl isocyanate). Run in C[O-].[Na+] (sodium methoxide). Product: NC1=NC=2C=CC=CC2C2=C1N=C(N2CC(C(=O)OC)(C)C)C (methyl 3-(4-amino-2-methyl-1H-imidazo[4,5-c]quinolin-1-yl)-2,2-dimethylpropanoate). The yield is 33.5%. RXN SMILES: [CH3:1][C:2]([CH3:23])([CH2:8][N:9]1[C:21]2[C:20]3[CH:19]=[CH:18][CH:17]=[CH:16][C:15]=3[N:14]=[CH:13][C:12]=2[N:11]=[C:10]1[CH3:22])[C:3]([O:5][CH2:6]C)=[O:4].C1C=C(Cl)C=C(C(OO)=O)C=1.ClC(Cl)(Cl)C([N:39]=C=O)=O>C[O-].[Na+]>[NH2:39][C:13]1[C:12]2[N:11]=[C:10]([CH3:22])[N:9]([CH2:8][C:2]([CH3:1])([CH3:23])[C:3]([O:5][CH3:6])=[O:4])[C:21]=2[C:20]2[CH:19]=[CH:18][CH:17]=[CH:16][C:15]=2[N:14]=1 |f:3.4|. Reported procedure: The methods described in Part B of Example 60 were used to treat ethyl 2,2-dimethyl-3-(2-methyl-1H-imidazo[4,5-c]quinolin-1-yl)propanoate (7.2 g, 22 mmol) with mCPBA (9.6 g of 77% pure material), followed by trichloroacetyl isocyanate (3.1 mL, 26 mmol), followed by sodium methoxide (20 mL of 25% in methanol). After the collection of the precipitate, the filtrate was concentrated under reduced pressure, and the residue was mixed with methanol (50 mL). The resulting solid was isolated by filtratio... Starting materials: CSC1=C(C=CC(=O)N(C)O)C=C(C=C1)CCCC1=CC=CC=C1 (2-methylthio-5-(3-phenylpropyl)-N-hydroxy-N-methylcinnamamide), CO (methanol), OOS(=O)[O-].[K+] (oxone), CO (methanol). Solvent: O (water), O (water). Reaction conditions: time 3 day. The product is CS(=O)(=O)C1=C(C=CC(=O)N(C)O)C=C(C=C1)CCCC1=CC=CC=C1 (2-(methylsulfonyl)-5-(3-phenyl propyl)-N-hydroxy-N-methylcinnamamide). RXN SMILES: CS[C:3]1[CH:15]=[CH:14][C:13]([CH2:16][CH2:17][CH2:18][C:19]2[CH:24]=[CH:23][CH:22]=[CH:21][CH:20]=2)=[CH:12][C:4]=1[CH:5]=[CH:6][C:7]([N:9]([OH:11])[CH3:10])=[O:8].O[O:26][S:27]([O-:29])=O.[K+].[CH3:31]O>O>[CH3:31][S:27]([C:3]1[CH:15]=[CH:14][C:13]([CH2:16][CH2:17][CH2:18][C:19]2[CH:20]=[CH:21][CH:22]=[CH:23][CH:24]=2)=[CH:12][C:4]=1[CH:5]=[CH:6][C:7]([N:9]([OH:11])[CH3:10])=[O:8])(=[O:29])=[O:26] |f:1.2|. Procedure: In methanol (15 ml) is placed 2-methylthio-5-(3-phenylpropyl)-N-hydroxy-N-methylcinnamamide (0.35 g, 1.02 mmol) prepared according to Example 27. In 3 ml of water is placed oxone (0.94 g, 1.54 mmol) which is added to the methanol solution and stirred at room temperature for 3 days. The reaction mixture is poured into 80 ml of water, then extracted twice with 75 ml portions of ethyl acetate. The organic layers are washed